From a dataset of the Open Reaction Database (ORD), a public repository of structured organic reaction records. describe an organic reaction: reactants, conditions, products, and yield The reactants are CC#N, Clc1nc2ccccc2o1, C1CNCCNC1. The product is c1ccc2oc(N3CCCNCC3)nc2c1. RXN SMILES: [CH3:18][C:19]#[N:20].[Cl:1][c:2]1[o:3][c:4]2[c:5]([n:6]1)[cH:7][cH:8][cH:9][cH:10]2.[NH:11]1[CH2:12][CH2:13][NH:14][CH2:15][CH2:16][CH2:17]1>>[c:2]1([N:11]2[CH2:12][CH2:13][NH:14][CH2:15][CH2:16][CH2:17]2)[o:3][c:4]2[c:5]([n:6]1)[cH:7][cH:8][cH:9][cH:10]2. The reactants are FC1=C(NC=C(C(=O)OCC)C(C2=C(C(=C(C(=C2C)F)F)F)F)=O)C=CC(=C1)F (ethyl 3-(2,4-difluoroanilino)-2-(2, 3,4,5-tetrafluoro-6-methylbenzoyl)acrylate), [H-].[Na+] (sodium hydride). The solvent is C1CCOC1 (THF). Conditions: time 8 hour. Product: FC=1C(=C2C(C(=CN(C2=C(C1F)F)C1=C(C=C(C=C1)F)F)C(=O)OCC)=O)C (Ethyl 6,7,8-trifluoro-1-(2,4-difluorophenyl)-1,4-dihydro-5-methyl-4-oxo-3-quinolinecarboxylate). The yield is 58.8%. Reaction SMILES: [F:1][C:2]1[CH:28]=[C:27]([F:29])[CH:26]=[CH:25][C:3]=1[NH:4][CH:5]=[C:6]([C:12](=[O:24])[C:13]1[C:18]([CH3:19])=[C:17]([F:20])[C:16]([F:21])=[C:15]([F:22])[C:14]=1F)[C:7]([O:9][CH2:10][CH3:11])=[O:8].[H-].[Na+]>C1COCC1>[F:20][C:17]1[C:18]([CH3:19])=[C:13]2[C:14](=[C:15]([F:22])[C:16]=1[F:21])[N:4]([C:3]1[CH:25]=[CH:26][C:27]([F:29])=[CH:28][C:2]=1[F:1])[CH:5]=[C:6]([C:7]([O:9][CH2:10][CH3:11])=[O:8])[C:12]2=[O:24] |f:1.2|. Procedure: To a cold (5° C.) solution of 2.77 g (6.64 mmol) of ethyl 3-(2,4-difluoroanilino)-2-(2, 3,4,5-tetrafluoro-6-methylbenzoyl)acrylate in 60 mL of dry THF was added 0.32 g of 60% sodium hydride. The solution was stirred overnight at room temperature, then concentrated to an orange foam. The residue was partitioned between methylene chloride and 1N HCl. The organic phase was washed with water, dried over magnesium sulfate, and concentrated to an orange solid which was recrystallized (ethyl acetate:he... Reactants: ClC1=NC=CC(=N1)\C=C(/O)\C=1C=C(C=CC1)NS(=O)(=O)C1=C(C=CC=C1F)F (N-{3-[(Z)-2-(2-Chloro-4-pyrimidinyl)-1-hydroxyethenyl]-phenyl}-2,6-difluorobenzenesulfonamide), ClC1=C(C(=O)OC)C=CC=C1NS(=O)(=O)C1=C(C=CC=C1F)F (methyl 2-chloro-3-(2,6-difluorophenylsulfonamido)benzoate), ClC1=NC=CC(=N1)C (2-chloro-4-methylpyrimidine). The product is ClC1=C(C=CC=C1/C(=C\C1=NC(=NC=C1)Cl)/O)NS(=O)(=O)C1=C(C=CC=C1F)F (N-{2-chloro-3-[(E)-2-(2-chloro-4-pyrimidinyl)-1-hydroxyethenyl]phenyl}-2,6-difluorobenzenesulfonamide). Isolated yield 73.5%. As a reaction SMILES: [Cl:1][C:2]1[N:7]=[C:6](/[CH:8]=[C:9](/[C:11]2[CH:12]=[C:13]([NH:17][S:18]([C:21]3[C:26]([F:27])=[CH:25][CH:24]=[CH:23][C:22]=3[F:28])(=[O:20])=[O:19])[CH:14]=[CH:15][CH:16]=2)\[OH:10])[CH:5]=[CH:4][N:3]=1.[Cl:29]C1C(NS(C2C(F)=CC=CC=2F)(=O)=O)=CC=CC=1C(OC)=O.ClC1N=C(C)C=CN=1>>[Cl:29][C:12]1[C:11](/[C:9](/[OH:10])=[CH:8]\[C:6]2[CH:5]=[CH:4][N:3]=[C:2]([Cl:1])[N:7]=2)=[CH:16][CH:15]=[CH:14][C:13]=1[NH:17][S:18]([C:21]1[C:26]([F:27])=[CH:25][CH:24]=[CH:23][C:22]=1[F:28])(=[O:19])=[O:20]. Procedure: Following a procedure analogous to Intermediate 5, Step B using methyl 2-chloro-3-(2,6-difluorophenylsulfonamido)benzoate (31 g, 85.9 mmol) and 2-chloro-4-methylpyrimidine (12.2 g, 94.5 mmol) the title compound was obtained (33 g, 73.5% yield). 1H NMR (400 MHz, CDCl3) δ ppm 13.47-13.52 (br, 0.96H), 8.50-8.56 (m, 0.13H), 8.38 (d, J=5.3 Hz, 1H), 7.78-7.82 (m, 0.15H), 7.62-7.73 (m, 2H), 7.40-7.50 (m, 1.18H), 7.17-7.30 (m, 1.77H), 6.90-6.97 (m, 2.29H), 6.83 (d, J=5.3 Hz, 1H), 5.65 (s, 1H), 4.28 (s, ... Reactants: N(CC(=O)N[C@@H](CC(C)C)C(=O)N[C@@H](CCSC)C(=O)N)C(=O)OC(C)(C)C (BocGly-Leu-MetNH2), Cl (hydrogen chloride). Run in C(C)(=O)O (acetic acid). Yields the product NCC(=O)N[C@@H](CC(C)C)C(=O)N[C@@H](CCSC)C(=O)N.Cl (HGly-Leu-MetNH2 hydrochloride). Yield: 56.0%. Reaction SMILES: [NH:1](C(OC(C)(C)C)=O)[CH2:2][C:3]([NH:5][C@H:6]([C:11]([NH:13][C@H:14]([C:19]([NH2:21])=[O:20])[CH2:15][CH2:16][S:17][CH3:18])=[O:12])[CH2:7][CH:8]([CH3:10])[CH3:9])=[O:4].[ClH:29]>C(O)(=O)C>[NH2:1][CH2:2][C:3]([NH:5][C@H:6]([C:11]([NH:13][C@H:14]([C:19]([NH2:21])=[O:20])[CH2:15][CH2:16][S:17][CH3:18])=[O:12])[CH2:7][CH:8]([CH3:10])[CH3:9])=[O:4].[ClH:29] |f:3.4|. Procedure details: Condensation of BocGlyOH (4.4 g.) and HLeu-MetNH2 hydrochloride salt (Example 1, 7.5 g.) using dicyclohexylcarbodiimide and N-hydroxysuccinimide gave BocGly-Leu-MetNH2 in 51% yield. De-t-butoxycarbonylation of BocGly-Leu-MetNH2 using hydrogen chloride in acetic acid gave HGly-Leu-MetNH2 hydrochloride salt in 56% yield. The reactants are Cl.FC1=CC=C(C=C1)CNC=1C=NC=CC1[N+](=O)[O-] (N-[(4-fluorophenyl)methyl]-4-nitro-3-pyridinamine monohydrochloride), N1=C(C=CC=C1)CN1C(=NC=2C1=NC=CC2)NC2CCN(CC2)CC#N (4-[[3-(2-pyridinylmethyl)-3H-imidazo[4,5-b]pyridin-2-yl]amino]-1-piperidineacetonitrile), N (ammonia), [H][H] (hydrogen). The solvent is CO (methanol). Procedure: A mixture of 17 parts of 4-[[3-(2-pyridinylmethyl)-3H-imidazo[4,5-b]pyridin-2-yl]amino]-1-piperidineacetonitrile and 400 parts of methanol, saturated with ammonia, was hydrogenated at normal pressure and at room temperature with 3 parts of Raney-nickel catalyst. After the calculated amount of hydrogen was taken up, the catalyst was filtered off and the filtrate was evaporated. The residue was crystallized from acetonitrile, yielding 15 parts (90%) of N-[1-(2-aminoethyl)-4-piperidinyl]-3-(2-pyrid... RXN SMILES: Cl.FC1C=CC(CNC2C=NC=CC=2[N+]([O-])=O)=CC=1.[N:20]1[CH:25]=[CH:24][CH:23]=[CH:22][C:21]=1[CH2:26][N:27]1[C:31]2=[N:32][CH:33]=[CH:34][CH:35]=[C:30]2[N:29]=[C:28]1[NH:36][CH:37]1[CH2:42][CH2:41][N:40]([CH2:43][C:44]#[N:45])[CH2:39][CH2:38]1.N.[H][H]>[Ni].CO>[NH2:45][CH2:44][CH2:43][N:40]1[CH2:39][CH2:38][CH:37]([NH:36][C:28]2[N:27]([CH2:26][C:21]3[CH:22]=[CH:23][CH:24]=[CH:25][N:20]=3)[C:31]3=[N:32][CH:33]=[CH:34][CH:35]=[C:30]3[N:29]=2)[CH2:42][CH2:41]1 |f:0.1|. Yields the product 15, NCCN1CCC(CC1)NC1=NC=2C(=NC=CC2)N1CC1=NC=CC=C1 (N-[1-(2-aminoethyl)-4-piperidinyl]-3-(2-pyridinylmethyl)-3H-imidazo[4,5-b]pyridin-2-amine). Reagents/catalysts: [Ni] (Raney-nickel). Yield: 90.0%. Reactants: FC(C(=O)[O-])(F)F (trifluoroacetate), [F-].[Cs+] (cesium fluoride), C1(C(CCCC1)N)N (cyclohexane-1,2-diamine), C1(=CC=CC=C1)[C@@H]1NC(OC1)=O ((S)-4-phenyloxazolidin-2-one), IC=1C=C(C(=CC1)N)N (4-iodobenzene-1,2-diamine). The reagents and catalysts are [Cu]I (copper(I) iodide). Reaction conditions: temperature 95 celsius, time 20 hour. Yields the product CC1=NC2=C(N1)C=C(C=C2)N2C(OC[C@@H]2C2=CC=CC=C2)=O ((S)-3-(2-methyl-1H-benzo[d]imidazol-6-yl)-4-phenyloxazolidin-2-one). Reaction SMILES: F[C:2](F)(F)[C:3]([O-])=O.[C:8]1([C@H:14]2[CH2:18][O:17][C:16](=[O:19])[NH:15]2)[CH:13]=[CH:12][CH:11]=[CH:10][CH:9]=1.I[C:21]1[CH:22]=[C:23]([NH2:28])[C:24]([NH2:27])=[CH:25][CH:26]=1.[F-].[Cs+].C1(N)CCCCC1N>[Cu]I>[CH3:2][C:3]1[NH:28][C:23]2[CH:22]=[C:21]([N:15]3[C@@H:14]([C:8]4[CH:9]=[CH:10][CH:11]=[CH:12][CH:13]=4)[CH2:18][O:17][C:16]3=[O:19])[CH:26]=[CH:25][C:24]=2[N:27]=1 |f:3.4|. Procedure details: The compound was synthesized as trifluoroacetate salt starting from (S)-4-phenyloxazolidin-2-one (1 equiv., 0.163 g, 1 mmol), 4-iodobenzene-1,2-diamine (1 equiv., 0.234 g, 1 mmol), copper(I) iodide (0.1 equiv., 0.019 g, 0.1 mmol), cesium fluoride (2 equiv., 0.304 g, 2 mmol), cyclohexane-1,2-diamine (0.1 equiv., 0.012 mL, 0.1 mmol). The solids were given together in a reaction flask and the flask was purged with argon. A solution of cyclohexane-1,2-diamine in 4 mL dioxane was added to the flask. ... The reactants are COC(C=CC1=CC(=C(C=C1)O[Si](C)(C)C(C)(C)C)O[Si](C)(C)C(C)(C)C)=O (3-[3,4-Bis-(tert-butyl-dimethyl-silanyloxy)-phenyl]-acrylic Acid Methyl Ester), COC(C=CC1=CC(=C(C=C1)O[Si](C)(C)C(C)(C)C)O[Si](C)(C)C(C)(C)C)=O (3-[3,4-Bis-(tert-butyl-dimethyl-silanyloxy)-phenyl]-acrylic Acid Methyl Ester), ONC(CCC)=N (N-hydroxy-butyramidine), [H-].[Na+] (sodium hydride). Solvent: O1CCCC1 (tetrahydrofuran), O1CCCC1 (tetrahydrofuran), O1CCCC1 (tetrahydrofuran). Reaction conditions: time 30 minute. Product: C(CC)C1=NOC(=N1)C=CC=1C=C(C(=CC1)O)O (4-[2-(3-Propyl-[1,2,4]oxadiazol-5-yl)-vinyl]-benzene-1,2-diol). RXN SMILES: [OH:1][NH:2][C:3](=[NH:7])[CH2:4][CH2:5][CH3:6].[H-].[Na+].CO[C:12](=O)[CH:13]=[CH:14][C:15]1[CH:20]=[CH:19][C:18]([O:21][Si](C(C)(C)C)(C)C)=[C:17]([O:29][Si](C(C)(C)C)(C)C)[CH:16]=1>O1CCCC1>[CH2:4]([C:3]1[N:7]=[C:12]([CH:13]=[CH:14][C:15]2[CH:16]=[C:17]([OH:29])[C:18]([OH:21])=[CH:19][CH:20]=2)[O:1][N:2]=1)[CH2:5][CH3:6] |f:1.2|. Procedure details: A solution of N-hydroxy-butyramidine (0.24 g, 2.34 mmol) in tetrahydrofuran (5 mL) was added slowly into the suspension of 60% sodium hydride (0.14 g, 3.5 mmol) in dry tetrahydrofuran (5 mL) under nitrogen atmosphere at 0° C. to 10° C. The mixture was stirred for 30 min at room temperature. 3-[3,4-Bis-(tert-butyl-dimethyl-silanyloxy)-phenyl]-acrylic acid methyl ester (compound of Example 1, Step 1; 0.5 g, 1.18 mmol) in dry tetrahydrofuran (5 mL) was added into the reaction mixture and heated at ... Starting materials: COC(C(C)(C)C1=CN(C2=CC=C(C=C12)F)N)=O (2-(1-amino-5-fluoro-1H-indol-3-yl)-2-methyl-propionic acid methyl ester), FC=1C=C(C=CC1)C1=NC=C(C(=N1)C)C(=O)O (2-(3-fluoro-phenyl)-4-methyl-pyrimidine-5-carboxylic acid), C[N+]1(CCOCC1)C2=NC(=NC(=N2)OC)OC.[Cl-] (DMTMM). Solvent: CN(C)C=O (DMF). Run at temperature 60 celsius, time 1 hour. Yields the product COC(C(C)(C)C1=CN(C2=CC=C(C=C12)F)NC(=O)C=1C(=NC(=NC1)C1=CC(=CC=C1)F)C)=O (2-(5-fluoro-1-{[2-(3-fluoro-phenyl)-4-methyl-pyrimidine-5-carbonyl]-amino}-1H-indol-3-yl)-2-methyl-propionic acid methyl ester). RXN SMILES: [CH3:1][O:2][C:3](=[O:18])[C:4]([C:7]1[C:15]2[C:10](=[CH:11][CH:12]=[C:13]([F:16])[CH:14]=2)[N:9]([NH2:17])[CH:8]=1)([CH3:6])[CH3:5].[F:19][C:20]1[CH:21]=[C:22]([C:26]2[N:31]=[C:30]([CH3:32])[C:29]([C:33](O)=[O:34])=[CH:28][N:27]=2)[CH:23]=[CH:24][CH:25]=1.C[N+]1(C2N=C(OC)N=C(OC)N=2)CCOCC1.[Cl-]>CN(C=O)C>[CH3:1][O:2][C:3](=[O:18])[C:4]([C:7]1[C:15]2[C:10](=[CH:11][CH:12]=[C:13]([F:16])[CH:14]=2)[N:9]([NH:17][C:33]([C:29]2[C:30]([CH3:32])=[N:31][C:26]([C:22]3[CH:23]=[CH:24][CH:25]=[C:20]([F:19])[CH:21]=3)=[N:27][CH:28]=2)=[O:34])[CH:8]=1)([CH3:6])[CH3:5] |f:2.3|. Reported procedure: A solution of 2-(1-amino-5-fluoro-1H-indol-3-yl)-2-methyl-propionic acid methyl ester (0.85 mmol) and 2-(3-fluoro-phenyl)-4-methyl-pyrimidine-5-carboxylic acid (217 mg, 0.935 mmol) in DMF (8.5 mL) is stirred at 40° C. for 0.5 h. The mixture is treated with DMTMM (246 mg, 0.89 mmol) and stirred at 60° C. for 1 h. The mixture is concentrated in vacuo, diluted with saturated aqueous Na2CO3 (20 mL), and extracted with EtOAc (3×20 mL). The combined organic layer is separated, dried (Na2SO4), filtered...